This data is from the Open Reaction Database (ORD), a public repository of structured organic reaction records. The task is: describe an organic reaction: reactants, conditions, products, and yield Starting materials: CN(CCOC=1C=C(N)C=CC1OC)C (3-(2-dimethylaminoethoxy)-4-methoxyaniline), COC(C=O)OC (2,2-dimethoxyacetaldehyde), C(C)(C)(C)OC (methyl tert-butyl ether). The reagents and catalysts are [Pd] (Pd-C). Run in C(C)O (ethanol). Reaction conditions: time 16 hour. Yields the product COC(CNC1=CC(=C(C=C1)OC)OCCN(C)C)OC (N-[3-(Dimethylaminoethoxy)-4-methoxyphenyl]amino acetaldehyde dimethyl acetal). Yield: 67.0%. As a reaction SMILES: [CH3:1][N:2]([CH3:15])[CH2:3][CH2:4][O:5][C:6]1[CH:7]=[C:8]([CH:10]=[CH:11][C:12]=1[O:13][CH3:14])[NH2:9].[CH3:16][O:17][CH:18]([O:21][CH3:22])[CH:19]=O.C(OC)(C)(C)C>[Pd].C(O)C>[CH3:16][O:17][CH:18]([O:21][CH3:22])[CH2:19][NH:9][C:8]1[CH:10]=[CH:11][C:12]([O:13][CH3:14])=[C:6]([O:5][CH2:4][CH2:3][N:2]([CH3:15])[CH3:1])[CH:7]=1. Procedure: A solution of 3-(2-dimethylaminoethoxy)-4-methoxyaniline (D11, 5.7 g, 0.027 mole) ethanol (120 ml) was treated with a solution of 2,2-dimethoxyacetaldehyde in methyl tert-butyl ether (9.5 g of approx. 40% solution, 0.036 mole) and kept at room temperature for 16 hours. The solution was then hydrogenated over 10% Pd-C (0.6 g) at atmospheric pressure and temperature for 7 hours. The catalyst was removed by filtration through kieselguhr and the filtrate concentrated in vacuo. The residue was dissol... Starting materials: COC1=CC=C(CN(C2=NC=C3C=C(C(N(C3=C2)C)=O)C2=C(C=C(C(=C2)N)F)F)C)C=C1 (7-((4-methoxybenzyl)(methyl)amino)-3-(5-amino-2,4-difluorophenyl)-1-methyl-1,6-naphthyridin-2(1H)-one), C(=O)(C(F)(F)F)O (CF3COOH), O (Water). Run in C(Cl)Cl (DCM). Conditions: temperature 25 celsius, time 6 hour. The product is NC=1C(=CC(=C(C1)C=1C(N(C2=CC(=NC=C2C1)NC)C)=O)F)F (3-(5-amino-2,4-difluorophenyl)-1-methyl-7-(methylamino)-1,6-naphthyridin-2(1H)-one). Isolated yield 30.7%. Reaction SMILES: COC1C=CC([CH2:7][N:8](C)[C:9]2[CH:18]=[C:17]3[C:12]([CH:13]=[C:14]([C:21]4[CH:26]=[C:25]([NH2:27])[C:24]([F:28])=[CH:23][C:22]=4[F:29])[C:15](=[O:20])[N:16]3[CH3:19])=[CH:11][N:10]=2)=CC=1.C(O)(C(F)(F)F)=O.O>C(Cl)Cl>[NH2:27][C:25]1[C:24]([F:28])=[CH:23][C:22]([F:29])=[C:21]([C:14]2[C:15](=[O:20])[N:16]([CH3:19])[C:17]3[C:12]([CH:13]=2)=[CH:11][N:10]=[C:9]([NH:8][CH3:7])[CH:18]=3)[CH:26]=1. Procedure: To a solution of 7-((4-methoxybenzyl)(methyl)amino)-3-(5-amino-2,4-difluorophenyl)-1-methyl-1,6-naphthyridin-2(1H)-one (3 g, 6.8 mmol) in DCM (100 mL) was added CF3COOH (20 mL) and the resulting mixture was stirred at 25° C. for 6 h. Water was added and the mixture was extracted with water. The combined aqueous layers were neutralized with NH3H2O to pH 7. The precipitate was collected by filtration and dried to give 3-(5-amino-2,4-difluorophenyl)-1-methyl-7-(methylamino)-1,6-naphthyridin-2(1H)-o... Starting materials: 13, [Br-].C1(=CC=CC=C1)C1(C(OCC1)=[N+]1CCCC1)C1=CC=CC=C1 (1-(tetrahydro-3,3-diphenyl-2-furylidene) pyrrolidinium bromide), C1(=CC=CC=C1)C1(CCNCC1)O (4-phenyl-4-piperidinol), C([O-])([O-])=O.[Na+].[Na+] (sodium carbonate), [I-].[K+] (potassium iodide). The solvent is CC(CC(C)=O)C (4-methyl-2-pentanone), O (water), O (water). Product: OC1(CCN(CC1)CCC(C(=O)N1CCCC1)(C1=CC=CC=C1)C1=CC=CC=C1)C1=CC=CC=C1 (1-[4-(4-hydroxy-4-phenylpiperidino)-2,2-diphenylbutyryl]pyrrolidine). Reaction SMILES: [Br-].[C:2]1([C:8]2([C:18]3[CH:23]=[CH:22][CH:21]=[CH:20][CH:19]=3)[CH2:12][CH2:11][O:10][C:9]2=[N+:13]2[CH2:17][CH2:16][CH2:15][CH2:14]2)[CH:7]=[CH:6][CH:5]=[CH:4][CH:3]=1.[C:24]1([C:30]2([OH:36])[CH2:35][CH2:34][NH:33][CH2:32][CH2:31]2)[CH:29]=[CH:28][CH:27]=[CH:26][CH:25]=1.C(=O)([O-])[O-].[Na+].[Na+].[I-].[K+]>O.CC(C)CC(=O)C>[OH:36][C:30]1([C:24]2[CH:25]=[CH:26][CH:27]=[CH:28][CH:29]=2)[CH2:35][CH2:34][N:33]([CH2:11][CH2:12][C:8]([C:18]2[CH:23]=[CH:22][CH:21]=[CH:20][CH:19]=2)([C:2]2[CH:3]=[CH:4][CH:5]=[CH:6][CH:7]=2)[C:9]([N:13]2[CH2:14][CH2:15][CH2:16][CH2:17]2)=[O:10])[CH2:32][CH2:31]1 |f:0.1,3.4.5,6.7|. Procedure: A mixture of 13 parts of 1-(tetrahydro-3,3-diphenyl-2-furylidene) pyrrolidinium bromide, 5.3 parts of 4-phenyl-4-piperidinol, 8 parts of sodium carbonate, 0.2 parts of potassium iodide and 200 parts of 4-methyl-2-pentanone is stirred and refluxed for 5 hours with water separator. The reaction mixture is cooled and water is added. The organic layer s separated, washed with diluted sodium hydroxide solution, dried, filtered, and while stirring the filtrate, the product is crystallized. It is filte... Reactants: NC1=CC(=C(C=C1)CN1C[C@@H](N(CC1)C(=O)OC(C)(C)C)C)C (1,1-dimethylethyl (2S)-4-[(4-amino-2-methylphenyl)methyl]-2-methyl-1-piperazinecarboxylate), C[C@@H]1N(CCN(C1)CC1=CC=C(C=C1)NC)C(=O)OC(C)(C)C (1,1-Dimethylethyl (2S)-2-methyl-4-{[4-(methylamino)phenyl]methyl}-1-piperazinecarboxylate), [BH4-].[Na+] (sodium borohydride). The solvent is 3A. Reaction conditions: temperature 50 celsius. Product: C[C@@H]1N(CCN(C1)CC1=C(C=C(C=C1)NC)C)C(=O)OC(C)(C)C (1,1-Dimethylethyl (2S)-2-methyl-4-{[2-methyl-4-(methylamino)phenyl]methyl}-1-piperazinecarboxylate). Reaction SMILES: [NH2:1][C:2]1[CH:7]=[CH:6][C:5]([CH2:8][N:9]2[CH2:14][CH2:13][N:12]([C:15]([O:17][C:18]([CH3:21])([CH3:20])[CH3:19])=[O:16])[C@@H:11]([CH3:22])[CH2:10]2)=[C:4]([CH3:23])[CH:3]=1.[CH3:24][C@H]1CN(CC2C=CC(NC)=CC=2)CCN1C(OC(C)(C)C)=O.[BH4-].[Na+]>>[CH3:22][C@H:11]1[CH2:10][N:9]([CH2:8][C:5]2[CH:6]=[CH:7][C:2]([NH:1][CH3:24])=[CH:3][C:4]=2[CH3:23])[CH2:14][CH2:13][N:12]1[C:15]([O:17][C:18]([CH3:19])([CH3:21])[CH3:20])=[O:16] |f:2.3|. Procedure details: The title compound was prepared from 1,1-dimethylethyl (2S)-4-[(4-amino-2-methylphenyl)methyl]-2-methyl-1-piperazinecarboxylate (D80) using a method similar to that described for D3 in Description 3A although the reaction was heated at 50° C. for 16 h prior to addition of sodium borohydride and 5.5 h after addition. δH (CDCl3, 400 MHz) 7.00 (1H, d), 6.45 (1H, d), 6.39 (1H, dd), 4.17 (1H, br.s), 3.76 (1H, d), 3.57 (1H, br.s), 3.33 (1H, d), 3.27 (1H, d), 3.01 (1H, td), 2.82 (3H, s), 2.71 (1H, d), ...